From a dataset of the Open Reaction Database (ORD), a public repository of structured organic reaction records. describe an organic reaction: reactants, conditions, products, and yield Starting materials: N1CCCCC1 (Piperidine), hexanes EtOAc, 2R/S, 3R/S, C(C)(C)(C)OC(=O)N1CCC(CC1)C(C(=O)OCC)C(CCCCCl)O (2-(1-tert-butoxycarbonyl-piperidin-4-yl)-7-chloro-3-hydroxy-heptanoic acid, ethyl ester). The product is C(C)(C)(C)OC(=O)N1CCC(CC1)C(C(=O)OCC)C(CCCCCl)=O ((2R/S)-2-(1-tert-Butoxycarbonyl-piperidin-4-yl)-7-chloro-3-keto-heptanoic acid, ethyl ester). As a reaction SMILES: [C:1]([O:5][C:6]([N:8]1[CH2:13][CH2:12][CH:11]([CH:14]([CH:20]([OH:26])[CH2:21][CH2:22][CH2:23][CH2:24][Cl:25])[C:15]([O:17][CH2:18][CH3:19])=[O:16])[CH2:10][CH2:9]1)=[O:7])([CH3:4])([CH3:3])[CH3:2].N1CCCCC1>>[C:1]([O:5][C:6]([N:8]1[CH2:9][CH2:10][CH:11]([CH:14]([C:20](=[O:26])[CH2:21][CH2:22][CH2:23][CH2:24][Cl:25])[C:15]([O:17][CH2:18][CH3:19])=[O:16])[CH2:12][CH2:13]1)=[O:7])([CH3:3])([CH3:2])[CH3:4]. Reported procedure: The title compound was prepared from (2R/S, 3R/S)-2-(1-tert-butoxycarbonyl-piperidin-4-yl)-7-chloro-3-hydroxy-heptanoic acid, ethyl ester (from Step A) using a procedure analogous to that described for Piperidine 8, Step D. RF: 0.30 (4:1 v/v hexanes/EtOAc); 1H-NMR (500 MHz) δ 1.09–1.22 (m, 2H), 1.27 (t, J=7.1, 3H), 1.45 (s, 9H), 1.55 (m, 1H), 1.63–1.79 (m, 5H), 2.29 (m, 1H), 2.46–2.75 (m, 4H), 3.30 (d, J=9.6, 1H), 3.51–3.54 (m, 2H), 4.06–4.21 (m, 4H). The reactants are ClC1=C(C=CC=C1)C1=NC2=C(C=CC=C2C(C1)=O)C(=O)OCC (Ethyl 2-(2-chlorophenyl)-4-quinolone-8-carboxylate), Cl (hydrochloric acid). The solvent is CO (methanol). Product: Cl.ClC1=C(C=CC=C1)C1=NC2=C(C=CC=C2C(=C1)O)C(=O)OCC (ethyl 2-(2-chlorophenyl)-4-hydroxyquinoline-8-carboxylate hydrochloride). The yield is 172.7%. As a reaction SMILES: [Cl:1][C:2]1[CH:7]=[CH:6][CH:5]=[CH:4][C:3]=1[C:8]1[CH2:17][C:16](=[O:18])[C:15]2[C:10](=[C:11]([C:19]([O:21][CH2:22][CH3:23])=[O:20])[CH:12]=[CH:13][CH:14]=2)[N:9]=1.Cl>CO>[ClH:1].[Cl:1][C:2]1[CH:7]=[CH:6][CH:5]=[CH:4][C:3]=1[C:8]1[CH:17]=[C:16]([OH:18])[C:15]2[C:10](=[C:11]([C:19]([O:21][CH2:22][CH3:23])=[O:20])[CH:12]=[CH:13][CH:14]=2)[N:9]=1 |f:3.4|. Reported procedure: Ethyl 2-(2-chlorophenyl)-4-quinolone-8-carboxylate (1.98 gram) is dissolved in 50 ml of methanol, and stirred at room temperature for 0.5 hour with 10 ml of 40% ethanolic hydrochloric acid. The solvent is evaporated from the solution, and the residue is recrystallized from ethanol to give 1.9 grams of ethyl 2-(2-chlorophenyl)-4-hydroxyquinoline-8-carboxylate hydrochloride, colorless prisms, melting point 196° to 198° C.